From a dataset of the Open Reaction Database (ORD), a public repository of structured organic reaction records. describe an organic reaction: reactants, conditions, products, and yield The reactants are [H+].[B-](F)(F)(F)F (HBF4), diethyl, N1C=NC=C1 (imidazole). Procedure details: To a solution of imidazole (20 mmol) in dichloromethane (30 mL) at 0° C. HBF4 (20 mmol, 3.8g of a diethyl etherate) in dichloromethane is added dropwise. The reaction mixture is diluted with diethyl ether (100 mL) to precipitate the title compound. It is then filtered, washed with ether and recrystallized from ether. Yields the product F[B-](F)(F)F.[NH+]1=CNC=C1 (Imidazolium Tetrafluoroborate). The solvent is ClCCl (dichloromethane), ClCCl (dichloromethane), C(C)OCC (diethyl ether). RXN SMILES: [NH:1]1[CH:5]=[CH:4][N:3]=[CH:2]1.[H+].[B-:7]([F:11])([F:10])([F:9])[F:8]>ClCCl.C(OCC)C>[F:8][B-:7]([F:11])([F:10])[F:9].[NH+:1]1[CH:5]=[CH:4][NH:3][CH:2]=1 |f:1.2,5.6|. Starting materials: [Br-], Brc1cccnc1Br, [Zn+]CCc1ccccc1, C1CCOC1, c1ccc(P(c2ccccc2)(c2ccccc2)[Pd](P(c2ccccc2)(c2ccccc2)c2ccccc2)(P(c2ccccc2)(c2ccccc2)c2ccccc2)P(c2ccccc2)(c2ccccc2)c2ccccc2)cc1. Yields the product Brc1cccnc1CCc1ccccc1. Reaction SMILES: [Br-:1].[Br:11][c:12]1[n:13][cH:14][cH:15][cH:16][c:17]1[Br:18].[CH2:2]([CH2:3][c:4]1[cH:5][cH:6][cH:7][cH:8][cH:9]1)[Zn+:10].[O:96]1[CH2:97][CH2:98][CH2:99][CH2:100]1.[cH:19]1[cH:20][cH:21][c:22]([P:23]([Pd:24]([P:25]([c:26]2[cH:27][cH:28][cH:29][cH:30][cH:31]2)([c:32]2[cH:33][cH:34][cH:35][cH:36][cH:37]2)[c:38]2[cH:39][cH:40][cH:41][cH:42][cH:43]2)([P:44]([c:45]2[cH:46][cH:47][cH:48][cH:49][cH:50]2)([c:51]2[cH:52][cH:53][cH:54][cH:55][cH:56]2)[c:57]2[cH:58][cH:59][cH:60][cH:61][cH:62]2)[P:63]([c:64]2[cH:65][cH:66][cH:67][cH:68][cH:69]2)([c:70]2[cH:71][cH:72][cH:73][cH:74][cH:75]2)[c:76]2[cH:77][cH:78][cH:79][cH:80][cH:81]2)([c:82]2[cH:83][cH:84][cH:85][cH:86][cH:87]2)[c:88]2[cH:89][cH:90][cH:91][cH:92][cH:93]2)[cH:94][cH:95]1>>[CH2:2]([CH2:3][c:4]1[cH:5][cH:6][cH:7][cH:8][cH:9]1)[c:12]1[n:13][cH:14][cH:15][cH:16][c:17]1[Br:18]. Reaction SMILES: [Br:7][c:8]1[cH:9][c:10]([Cl:24])[c:11]([CH2:12][CH:13]([C:14](=[O:15])[O:16][CH2:17][CH3:18])[CH2:19][CH:20]=[CH2:21])[cH:22][cH:23]1.[CH2:25]1[O:26][CH2:27][CH2:28][CH2:29]1.[I+3:1]([O-:2])([O-:3])([O-:4])[O-:5].[Na+:6].[O:31]=[Os:32](=[O:33])(=[O:34])=[O:35].[OH2:30]>>[O:2]=[CH:20][CH2:19][CH:13]([CH2:12][c:11]1[c:10]([Cl:24])[cH:9][c:8]([Br:7])[cH:23][cH:22]1)[C:14](=[O:15])[O:16][CH2:17][CH3:18]. Yields the product CCOC(=O)C(CC=O)Cc1ccc(Br)cc1Cl. The reactants are C=CCC(Cc1ccc(Br)cc1Cl)C(=O)OCC, C1CCOC1, [O-][I+3]([O-])([O-])[O-], [Na+], O=[Os](=O)(=O)=O, O. The reactants are BrC1C(C2=CC=CC(=C2C1)F)=O (2-bromo-4-fluoro-1-indanone), ClC1=CC=C2CCC(C2=C1Cl)=O (6,7-dichloro-1-indanone). Reagents/catalysts: [Cu](Br)Br (copper bromide). Solvent: O1CCOCC1 (dioxane). Yields the product BrC1C(C2=C(C(=CC=C2C1)Cl)Cl)=O (2-bromo-6,7-dichloro-1-indanone). RXN SMILES: [Br:1]C1CC2C(=CC=CC=2F)C1=O.[Cl:13][C:14]1[C:22]([Cl:23])=[C:21]2[C:17]([CH2:18][CH2:19][C:20]2=[O:24])=[CH:16][CH:15]=1>[Cu](Br)Br.O1CCOCC1>[Br:1][CH:19]1[CH2:18][C:17]2[C:21](=[C:22]([Cl:23])[C:14]([Cl:13])=[CH:15][CH:16]=2)[C:20]1=[O:24]. Procedure details: The 2-bromo-6,7-dichloro-1-indanone is prepared as in Example 14 for the preparation of 2-bromo-4-fluoro-1-indanone but starting with 7.42 g of 6,7-dichloro-1-indanone, 21.8 g of copper bromide and 240 ml of dioxane. After purification by silica column chromatography with an ethyl acetate-cyclohexane mixture (10-90 by volume) as eluent, 6.79 g of 2-bromo-6,7-dichloro-1-indanone are obtained which melt at 103° C. The yield is 37.1%. Procedure details: To a solution of 2-phenylacetaldehyde (4.0 g, 33.3 mmol) in toluene (10 mL), were added LiHMDS (33.3 mL, 33.3 mmol) at 0° C. After stirring for 10 min, 3-methoxypropanoyl chloride (4.08 g, 33.3 mmol) was added and continued stirring for 30 min at 0° C. The reaction was quenched with acetic acid (glacial, 2 mL), diluted with ethanol (75 mL), and hydrazine hydrate (5.00 g, 100 mmol) was added. The reaction was brought to reflux for 4 hrs. After cooling to room temperature, the reaction was concent... The solvent is C1(=CC=CC=C1)C (toluene), C(C)O (ethanol). Run at time 10 minute. Reaction SMILES: [C:1]1([CH2:7][CH:8]=O)[CH:6]=[CH:5][CH:4]=[CH:3][CH:2]=1.[Li+].C[Si]([N-][Si](C)(C)C)(C)C.[CH3:20][O:21][CH2:22][CH2:23][C:24](Cl)=O.O.[NH2:28][NH2:29]>C1(C)C=CC=CC=1.C(O)C>[CH3:20][O:21][CH2:22][CH2:23][C:24]1[NH:29][N:28]=[CH:8][C:7]=1[C:1]1[CH:2]=[CH:3][CH:4]=[CH:5][CH:6]=1 |f:1.2,4.5|. The product is COCCC1=C(C=NN1)C1=CC=CC=C1 (5-(2-Methoxyethyl)-4-phenyl-1H-pyrazole). The reactants are C1(=CC=CC=C1)CC=O (2-phenylacetaldehyde), [Li+].C[Si](C)(C)[N-][Si](C)(C)C (LiHMDS), O.NN (hydrazine hydrate), COCCC(=O)Cl (3-methoxypropanoyl chloride). Starting materials: O (Water), OO (hydrogen peroxide), C(#N)C=1C(=NC=CC1)OC1CN(CCOC1C1=CC(=C(C=C1)Cl)Cl)C(=O)OC(C)(C)C (tert-butyl (6RS,7SR)-6-[(3-cyanopyridin-2-yl)oxy]-7-(3,4-dichlorophenyl)-1,4-oxazepane-4-carboxylate), C([O-])([O-])=O.[K+].[K+] (potassium carbonate). The solvent is CS(=O)C (DMSO). Run at time 2 hour. The product is C(N)(=O)C=1C(=NC=CC1)OC1CN(CCOC1C1=CC(=C(C=C1)Cl)Cl)C(=O)OC(C)(C)C (tert-butyl (6RS,7SR)-6-[(3-carbamoylpyridin-2-yl)oxy]-7-(3,4-dichlorophenyl)-1,4-oxazepane-4-carboxylate). The yield is 54.9%. As a reaction SMILES: OO.[C:3]([C:5]1[C:6]([O:11][CH:12]2[CH:18]([C:19]3[CH:24]=[CH:23][C:22]([Cl:25])=[C:21]([Cl:26])[CH:20]=3)[O:17][CH2:16][CH2:15][N:14]([C:27]([O:29][C:30]([CH3:33])([CH3:32])[CH3:31])=[O:28])[CH2:13]2)=[N:7][CH:8]=[CH:9][CH:10]=1)#[N:4].C(=O)([O-])[O-:35].[K+].[K+].O>CS(C)=O>[C:3]([C:5]1[C:6]([O:11][CH:12]2[CH:18]([C:19]3[CH:24]=[CH:23][C:22]([Cl:25])=[C:21]([Cl:26])[CH:20]=3)[O:17][CH2:16][CH2:15][N:14]([C:27]([O:29][C:30]([CH3:33])([CH3:32])[CH3:31])=[O:28])[CH2:13]2)=[N:7][CH:8]=[CH:9][CH:10]=1)(=[O:35])[NH2:4] |f:2.3.4|. Reported procedure: 33% Aqueous hydrogen peroxide (1 mL) was added to a solution of tert-butyl (6RS,7SR)-6-[(3-cyanopyridin-2-yl)oxy]-7-(3,4-dichlorophenyl)-1,4-oxazepane-4-carboxylate (100 mg) and potassium carbonate (45 mg) in DMSO (3 mL), and the mixture was stirred at room temperature for 2 hr. Water was added to the reaction mixture, and the mixture was extracted with ethyl acetate. The extract was washed with brine, and dried over anhydrous sodium sulfate. The solvent was evaporated under reduced pressure. Th... The reactants are C(C)(=O)OC[C@H]([C@H]1CC[C@H]2[C@@H]3CC=C4C[C@H](C[C@@H]([C@]4(C)[C@H]3CC[C@]12C)O)O)C ((20S)-21-acetyloxy-20-methylpregn-5-ene-1α,3β-diol), C1(=CC=C(C=C1)S(=O)(=O)O)C (p-toluenesulfonic acid), O1CCCC=C1 (3,4-dihydro-2H-pyran), C1=CC=CC=C1 (benzene), ice. Conditions: time 2 hour. Product: C(C)(=O)OC[C@H]([C@H]1CC[C@H]2[C@@H]3CC=C4C[C@H](C[C@@H]([C@]4(C)[C@H]3CC[C@]12C)OC1OCCCC1)OC1OCCCC1)C ((20S)-21-acetoxy-1α,3β-bis[(tetrahydro-2H-pyran-2-yl)oxy]-20-methylpregn-5-ene). As a reaction SMILES: [C:1]([O:4][CH2:5][C@@H:6]([CH3:28])[C@@H:7]1[C@:24]2([CH3:25])[C@H:10]([C@H:11]3[C@H:21]([CH2:22][CH2:23]2)[C@:19]2([CH3:20])[C:14]([CH2:15][C@@H:16]([OH:27])[CH2:17][C@@H:18]2[OH:26])=[CH:13][CH2:12]3)[CH2:9][CH2:8]1)(=[O:3])[CH3:2].C1(C)C=CC(S(O)(=O)=[O:36])=CC=1.[O:40]1[CH:45]=[CH:44][CH2:43][CH2:42][CH2:41]1.[CH:46]1C=[CH:50][CH:49]=[CH:48][CH:47]=1>>[C:1]([O:4][CH2:5][C@@H:6]([CH3:28])[C@@H:7]1[C@:24]2([CH3:25])[C@H:10]([C@H:11]3[C@H:21]([CH2:22][CH2:23]2)[C@:19]2([CH3:20])[C:14]([CH2:15][C@@H:16]([O:27][CH:50]4[CH2:49][CH2:48][CH2:47][CH2:46][O:36]4)[CH2:17][C@@H:18]2[O:26][CH:45]2[CH2:44][CH2:43][CH2:42][CH2:41][O:40]2)=[CH:13][CH2:12]3)[CH2:9][CH2:8]1)(=[O:3])[CH3:2]. Procedure details: To a solution of 2.7 g of (20S)-21-acetyloxy-20-methylpregn-5-ene-1α,3β-diol in 120 ml of benzene containing 30 mg of anhydrous p-toluenesulfonic acid was added 4.2 ml of 3,4-dihydro-2H-pyran. The reaction mixture was left at 20° for 2 hr. and then poured onto an ice-cold 5% sodium bicarbonate solution. The product was extracted with ether. The ether extract was washed with saturated sodium chloride solution, dried (Na2SO4) and evaporated under reduced pressure. After drying at 0.05 mm, 4.3 g of... The reactants are C(#N)[BH3-].[Na+] (Sodium cyanoborohydride), Cl.COC([C@H](N)CC(=O)OC)=O (D-aspartic acid dimethyl ester hydrochloride), C(C)(=O)[O-].[Na+] (sodium acetate), [N+](=O)([O-])C1=C(C=O)C=CC=C1 (2-Nitrobenzaldehyde). Solvent: C(C)O (ethanol). Run at time 1.5 hour. The product is COC(C(CC(=O)OC)NCC1=C(C=CC=C1)[N+](=O)[O-])=O (2-(2-nitrobenzylamino)succinic acid dimethyl ester). Isolated yield 99.0%. As a reaction SMILES: Cl.[CH3:2][O:3][C:4](=[O:12])[C@@H:5]([CH2:7][C:8]([O:10][CH3:11])=[O:9])[NH2:6].C([O-])(=O)C.[Na+].[N+:18]([C:21]1[CH:28]=[CH:27][CH:26]=[CH:25][C:22]=1[CH:23]=O)([O-:20])=[O:19].C([BH3-])#N.[Na+]>C(O)C>[CH3:2][O:3][C:4](=[O:12])[CH:5]([NH:6][CH2:23][C:22]1[CH:25]=[CH:26][CH:27]=[CH:28][C:21]=1[N+:18]([O-:20])=[O:19])[CH2:7][C:8]([O:10][CH3:11])=[O:9] |f:0.1,2.3,5.6|. Reported procedure: A mixture of D-aspartic acid dimethyl ester hydrochloride (4.2 g, 21.25 mmol) and sodium acetate (1.46 g, 17.85 mmol) was stirred in 25 mL of warm ethanol for 10 min. 2-Nitrobenzaldehyde (1.35 g, 8.936 mmol) was added and stirring was continued at room temperature for 1.5 h. Sodium cyanoborohydride (333.88 mg, 5.31 mmol) was added in portions over 5 min. and stirring at room temperature continued overnight. The reaction mixture was concentrated in vacuo, the residue was diluted with ethyl acetat... Starting materials: O1CCOCC1 (1,4-dioxane), BrC1=CC=C(C=C1)C12CCC(CC1)(O2)CC(=O)OC (methyl 2-(4-(4-bromophenyl)-7-oxabicyclo[2.2.1]heptan-1-yl)acetate), C(C)(C)(C)C1=NN=C(O1)NC1=CC=C(C=C1)B1OC(C(O1)(C)C)(C)C (5-(tert-butyl)-N-(4-(4,4,5,5-tetramethyl-1,3,2-dioxaborolan-2-yl)phenyl)-1,3,4-oxadiazol-2-amine), [F-].[Cs+] (CsF). The reagents and catalysts are CC(C)(C)P(C1=CC=C(C=C1)N(C)C)C(C)(C)C.CC(C)(C)P(C1=CC=C(C=C1)N(C)C)C(C)(C)C.Cl[Pd]Cl (Pd(amphos)Cl2). Run in O (water). Conditions: temperature 90 celsius, time 2 hour. Product: C(C)(C)(C)C1=NN=C(O1)NC1=CC=C(C=C1)C1=CC=C(C=C1)C12CCC(CC1)(O2)CC(=O)OC (methyl 2-(4-(4′-((5-(tert-butyl)-1,3,4-oxadiazol-2-yl)amino)-[1,1′-biphenyl]-4-yl)-7-oxabicyclo[2.2.1]heptan-1-yl)acetate). Isolated yield 74.2%. RXN SMILES: Br[C:2]1[CH:7]=[CH:6][C:5]([C:8]23[O:14][C:11]([CH2:15][C:16]([O:18][CH3:19])=[O:17])([CH2:12][CH2:13]2)[CH2:10][CH2:9]3)=[CH:4][CH:3]=1.[C:20]([C:24]1[O:28][C:27]([NH:29][C:30]2[CH:35]=[CH:34][C:33](B3OC(C)(C)C(C)(C)O3)=[CH:32][CH:31]=2)=[N:26][N:25]=1)([CH3:23])([CH3:22])[CH3:21].[F-].[Cs+].O1CCOCC1>CC(P(C(C)(C)C)C1C=CC(N(C)C)=CC=1)(C)C.CC(P(C(C)(C)C)C1C=CC(N(C)C)=CC=1)(C)C.Cl[Pd]Cl.O>[C:20]([C:24]1[O:28][C:27]([NH:29][C:30]2[CH:35]=[CH:34][C:33]([C:2]3[CH:7]=[CH:6][C:5]([C:8]45[O:14][C:11]([CH2:15][C:16]([O:18][CH3:19])=[O:17])([CH2:12][CH2:13]4)[CH2:10][CH2:9]5)=[CH:4][CH:3]=3)=[CH:32][CH:31]=2)=[N:26][N:25]=1)([CH3:23])([CH3:21])[CH3:22] |f:2.3,5.6.7|. Reported procedure: To a flask charged with methyl 2-(4-(4-bromophenyl)-7-oxabicyclo[2.2.1]heptan-1-yl)acetate (106 mg, 0.33 mmol), 5-(tert-butyl)-N-(4-(4,4,5,5-tetramethyl-1,3,2-dioxaborolan-2-yl)phenyl)-1,3,4-oxadiazol-2-amine (117 mg, 0.34 mmol), Pd(amphos)Cl2 (23 mg, 0.033 mmol) and CsF (150 mg, 0.98 mmol) under N2 was added 1,4-dioxane (2.9 mL) and water (0.33 mL). The mixture was sparged with N2 for 10 min and set to stir in a 90° C. oil bath for 2 hr. The reaction mixture was diluted with ethyl acetate, wash... Reactants: COC1=CC=C2C=CC(=NC2=C1OC)C(=O)O (7,8-dimethoxyquinoline-2-carboxylic acid), S(O)(O)(=O)=O (sulfuric acid), [OH-].[Na+] (sodium hydroxide). Product: OC=1C(=CC=C2C=CC=NC12)OC (8-hydroxy-7-methoxyquinoline). The yield is 53.1%. As a reaction SMILES: [CH3:1][O:2][C:3]1[C:12]([O:13]C)=[C:11]2[C:6]([CH:7]=[CH:8][C:9](C(O)=O)=[N:10]2)=[CH:5][CH:4]=1.S(=O)(=O)(O)O.[OH-].[Na+]>>[OH:13][C:12]1[C:3]([O:2][CH3:1])=[CH:4][CH:5]=[C:6]2[C:11]=1[N:10]=[CH:9][CH:8]=[CH:7]2 |f:2.3|. Procedure details: Finely ground 7,8-dimethoxyquinoline-2-carboxylic acid (1.00 g, 4.3 mmol) (W. Ried, A. Berg and G. Schmidt, Chem. Ber., 85, 204 (1952)) was heated under nitrogen in a flask submerged in an oil bath at 185° until the evolution of gases had ceased from the melt. The reaction was cooled and 75% aqueous sulfuric acid (8.1 mL) was carefully added. The resulting solution was heated at 105°-125° for 2 hr, cooled, poured over ice and taken to pH 5 with 5N sodium hydroxide. The mixture was filtered, and ...